The task is: describe an organic reaction: reactants, conditions, products, and yield. This data is from the Open Reaction Database (ORD), a public repository of structured organic reaction records. Reactants: OC=C1C(C2=CC=CC=C2C1)=O (2-Hydroxymethylene indan-1-one), Cl (hydrochloric acid), Example 1(ii) ( a ), Cl.FC1=CC=C(C=C1)NN (p-fluorophenyl hydrazine hydrochloride). Run in C(C)O (ethanol). The product is FC1=CC=C(C=C1)N1N=CC2=C1C1=CC=CC=C1C2 (1-(4-Fluorophenyl)-1, 4-dihydro-indeno [1, 2-c] pyrazole). As a reaction SMILES: O[CH:2]=[C:3]1[CH2:11][C:10]2[C:5](=[CH:6][CH:7]=[CH:8][CH:9]=2)[C:4]1=O.Cl.[F:14][C:15]1[CH:20]=[CH:19][C:18]([NH:21][NH2:22])=[CH:17][CH:16]=1.Cl>C(O)C>[F:14][C:15]1[CH:20]=[CH:19][C:18]([N:21]2[C:4]3[C:5]4[C:10]([CH2:11][C:3]=3[CH:2]=[N:22]2)=[CH:9][CH:8]=[CH:7][CH:6]=4)=[CH:17][CH:16]=1 |f:1.2|. Reported procedure: 2-Hydroxymethylene indan-1-one, (Example 1(ii) (a) (4.004 g; 250 mmol), p-fluorophenyl hydrazine hydrochloride (Aldrich) (4.106 g; 25.25 mmol) 10M hydrochloric acid (1 cm3) and ethanol (30 cm3), were heated under reflux for 19 hours. After cooling, the solvent was evaporated under reduced pressure, then taken up in dichloromethane and washed with 2M NaOH. The organic layer was separated, dried (Na2SO4), filtered and concentrated in vacuo. Purification by Kugelrohr distillation (140° C.; 0.01 mmH... Isolated yield 36.9%. The reagents and catalysts are CN(C1=CC=NC=C1)C (4-dimethylaminopyridine). Run in C(C)#N (acetonitrile). Product: C(C)N(C1=CC(=C(C=C1)NC(=O)C=1C=C(C(=O)N(C)CCN2CCN(CC2)C(=O)OCCOCCOCCOCCOCCOCCOCCOC)C=CC1)C1=NC=CC(=C1)C(N[C@H]1CCCC2=CC=CC=C12)=O)CC ((S)-2,5,8,11,14,17,20-heptaoxadocosan-22-yl 4-(2-(3-(4-(diethylamino)-2-(4-(1,2,3,4-tetrahydronaphthalen-1-ylcarbamoyl)pyridin-2-yl)phenylcarbamoyl)-N-methylbenzamido)ethyl)piperazine-1-carboxylate). Reactants: C(C)N(C1=CC(=C(C=C1)NC(C1=CC(C(=O)N(CCN2CCNCC2)C)=CC=C1)=O)C1=NC=CC(=C1)C(N[C@H]1CCCC2=CC=CC=C12)=O)CC ((S)—N1-(4-(diethylamino)-2-(4-(1,2,3,4-tetrahydronaphthalen-1-ylcarbamoyl)pyridin-2-yl)phenyl)-N3-methyl-N3-(2-(piperazin-1-yl)ethyl)isophthalamide), C(OCCOCCOCCOCCOCCOCCOCCOC)(OC1=CC=C(C=C1)[N+](=O)[O-])=O (2,5,8,11,14,17,20-heptaoxadocosan-22-yl 4-nitrophenyl carbonate). Procedure details: This compound was prepared according to the procedure described for the synthesis of Example 214 substituting 212b in place of 213c. Into a 8-mL sealed tube, was placed a solution of (S)—N1-(4-(diethylamino)-2-(4-(1,2,3,4-tetrahydronaphthalen-1-ylcarbamoyl)pyridin-2-yl)phenyl)-N3-methyl-N3-(2-(piperazin-1-yl)ethyl)isophthalamide (150 mg, 0.22 mmol, 1.00 equiv) in acetonitrile (5 mL), 2,5,8,11,14,17,20-heptaoxadocosan-22-yl 4-nitrophenyl carbonate (165 mg, 0.33 mmol, 1.50 equiv), 4-dimethylaminop... Reaction conditions: temperature 90 celsius, time 5 hour. As a reaction SMILES: [CH2:1]([N:3]([CH2:50][CH3:51])[C:4]1[CH:9]=[CH:8][C:7]([NH:10][C:11](=[O:30])[C:12]2[CH:29]=[CH:28][CH:27]=[C:14]([C:15]([N:17]([CH3:26])[CH2:18][CH2:19][N:20]3[CH2:25][CH2:24][NH:23][CH2:22][CH2:21]3)=[O:16])[CH:13]=2)=[C:6]([C:31]2[CH:36]=[C:35]([C:37](=[O:49])[NH:38][C@@H:39]3[C:48]4[C:43](=[CH:44][CH:45]=[CH:46][CH:47]=4)[CH2:42][CH2:41][CH2:40]3)[CH:34]=[CH:33][N:32]=2)[CH:5]=1)[CH3:2].[C:52](=O)([O:76]C1C=CC([N+]([O-])=O)=CC=1)[O:53][CH2:54][CH2:55][O:56][CH2:57][CH2:58][O:59][CH2:60][CH2:61][O:62][CH2:63][CH2:64][O:65][CH2:66][CH2:67][O:68][CH2:69][CH2:70][O:71][CH2:72][CH2:73][O:74][CH3:75]>C(#N)C.CN(C)C1C=CN=CC=1>[CH2:50]([N:3]([CH2:1][CH3:2])[C:4]1[CH:9]=[CH:8][C:7]([NH:10][C:11]([C:12]2[CH:13]=[C:14]([CH:27]=[CH:28][CH:29]=2)[C:15]([N:17]([CH2:18][CH2:19][N:20]2[CH2:25][CH2:24][N:23]([C:52]([O:53][CH2:54][CH2:55][O:56][CH2:57][CH2:58][O:59][CH2:60][CH2:61][O:62][CH2:63][CH2:64][O:65][CH2:66][CH2:67][O:68][CH2:69][CH2:70][O:71][CH2:72][CH2:73][O:74][CH3:75])=[O:76])[CH2:22][CH2:21]2)[CH3:26])=[O:16])=[O:30])=[C:6]([C:31]2[CH:36]=[C:35]([C:37](=[O:49])[NH:38][C@@H:39]3[C:48]4[C:43](=[CH:44][CH:45]=[CH:46][CH:47]=4)[CH2:42][CH2:41][CH2:40]3)[CH:34]=[CH:33][N:32]=2)[CH:5]=1)[CH3:51]. Reaction SMILES: [CH3:32][OH:33].[NH3:31].[n:1]1[cH:2][n:3](-[c:10]2[cH:11][c:12]([O:19][CH2:20][c:21]3[cH:22][c:23]([C:27]([F:28])([F:29])[F:30])[cH:24][cH:25][cH:26]3)[c:13]([C:15]([O:17][CH3:16])=[O:18])[s:14]2)[c:4]2[cH:5][n:6][cH:7][cH:8][c:9]12>>[n:1]1[cH:2][n:3](-[c:10]2[cH:11][c:12]([O:19][CH2:20][c:21]3[cH:22][c:23]([C:27]([F:28])([F:29])[F:30])[cH:24][cH:25][cH:26]3)[c:13]([C:15](=[O:17])[NH2:31])[s:14]2)[c:4]2[cH:5][n:6][cH:7][cH:8][c:9]12. Starting materials: CO, N, COC(=O)c1sc(-n2cnc3ccncc32)cc1OCc1cccc(C(F)(F)F)c1. Product: NC(=O)c1sc(-n2cnc3ccncc32)cc1OCc1cccc(C(F)(F)F)c1. Starting materials: O=C(Cl)CCCCCl, Nc1cnc2ccccc2c1Cl, ClCCCl, ClCCl. Product: O=C(CCCCCl)Nc1cnc2ccccc2c1Cl. RXN SMILES: [Cl:13][CH2:14][CH2:15][CH2:16][CH2:17][C:18](=[O:19])[Cl:20].[Cl:1][c:2]1[c:3]([NH2:12])[cH:4][n:5][c:6]2[cH:7][cH:8][cH:9][cH:10][c:11]12.[Cl:21][CH2:22][CH2:23][Cl:24].[Cl:25][CH2:26][Cl:27]>>[Cl:1][c:2]1[c:3]([NH:12][C:18]([CH2:17][CH2:16][CH2:15][CH2:14][Cl:13])=[O:19])[cH:4][n:5][c:6]2[cH:7][cH:8][cH:9][cH:10][c:11]12. The reactants are C(C#C)(=O)O (propynoic acid), ClC1=CC=C(N)C=C1 (4-chloroaniline), ClCCl.CO.N (dichloromethane methanol ammonia). The product is ClC1=CC=C(C=C1)NC(C#C)=O (Propynoic acid-(4-chlorophenyl)amide). As a reaction SMILES: [C:1]([OH:5])(=O)[C:2]#[CH:3].[Cl:6][C:7]1[CH:13]=[CH:12][C:10]([NH2:11])=[CH:9][CH:8]=1.ClCCl.CO.N>>[Cl:6][C:7]1[CH:13]=[CH:12][C:10]([NH:11][C:1](=[O:5])[C:2]#[CH:3])=[CH:9][CH:8]=1 |f:2.3.4|. Procedure: Prepared analogously to Example 1.1.b. from propynoic acid and 4-chloroaniline. Yield: 0.56 g (31.2% of theory); C9H6ClNO (M=179.60); calc.: molecular ion peak (M−H)−: 178/180; found: molecular ion peak (M−H)−: 178/180; Rf value: 0.53 (silica gel, dichloromethane/methanol/ammonia (90:10:1)). The reactants are CCO, [Na+], [OH-], O, N#CCc1ccc(-c2onc3ccccc23)cc1. Yields the product O=C(O)Cc1ccc(-c2onc3ccccc23)cc1. As a reaction SMILES: [CH3:22][CH2:23][OH:24].[Na+:21].[OH-:20].[OH2:19].[n:1]1[o:2][c:3](-[c:10]2[cH:11][cH:12][c:13]([CH2:16][C:17]#[N:18])[cH:14][cH:15]2)[c:4]2[c:5]1[cH:6][cH:7][cH:8][cH:9]2>>[n:1]1[o:2][c:3](-[c:10]2[cH:11][cH:12][c:13]([CH2:16][C:17](=[O:19])[OH:20])[cH:14][cH:15]2)[c:4]2[c:5]1[cH:6][cH:7][cH:8][cH:9]2. Reactants: COC1=CC(=C(CN2N=CC3=CC(=CC=C23)C=C2C(N=C(S2)SC)=O)C=C1)C(F)(F)F (5-[1-(4-methoxy-2-trifluoromethyl-benzyl)-1H-indazol-5-ylmethylene]-2-methylsulfanyl-thiazol-4-one), N1CCC(CC1)C(=O)O (piperidine-4-carboxylic acid). The product is COC1=CC(=C(CN2N=CC3=CC(=CC=C23)C=C2C(N=C(S2)N2CCC(CC2)C(=O)O)=O)C=C1)C(F)(F)F (1-{5-[1-(4-M ethoxy-2-trifluoromethyl-benzyl)-1H-indazol-5-ylmethylene]-4-oxo-4,5-dihydro-thiazol-2-yl}-piperidine-4-carboxylic acid). As a reaction SMILES: [CH3:1][O:2][C:3]1[CH:27]=[CH:26][C:6]([CH2:7][N:8]2[C:16]3[C:11](=[CH:12][C:13]([CH:17]=[C:18]4[S:22][C:21](SC)=[N:20][C:19]4=[O:25])=[CH:14][CH:15]=3)[CH:10]=[N:9]2)=[C:5]([C:28]([F:31])([F:30])[F:29])[CH:4]=1.[NH:32]1[CH2:37][CH2:36][CH:35]([C:38]([OH:40])=[O:39])[CH2:34][CH2:33]1>>[CH3:1][O:2][C:3]1[CH:27]=[CH:26][C:6]([CH2:7][N:8]2[C:16]3[C:11](=[CH:12][C:13]([CH:17]=[C:18]4[S:22][C:21]([N:32]5[CH2:37][CH2:36][CH:35]([C:38]([OH:40])=[O:39])[CH2:34][CH2:33]5)=[N:20][C:19]4=[O:25])=[CH:14][CH:15]=3)[CH:10]=[N:9]2)=[C:5]([C:28]([F:31])([F:29])[F:30])[CH:4]=1. Procedure: 1-{5-[1-(4-M ethoxy-2-trifluoromethyl-benzyl)-1H-indazol-5-ylmethylene]-4-oxo-4,5-dihydro-thiazol-2-yl}-piperidine-4-carboxylic acid was prepared from 5-[1-(4-methoxy-2-trifluoromethyl-benzyl)-1H-indazol-5-ylmethylene]-2-methylsulfanyl-thiazol-4-one and piperidine-4-carboxylic acid following General Procedure C. Reactants: BrC=1C=C(C(=O)Cl)C=CC1 (3-bromobenzoyl chloride), CCCC(CCC)N (heptan-4-amine). The product is BrC=1C=C(C(=O)NC(CCC)CCC)C=CC1 (3-bromo-N-(heptan-4-yl)benzamide). Reaction SMILES: [Br:1][C:2]1[CH:3]=[C:4]([CH:8]=[CH:9][CH:10]=1)[C:5](Cl)=[O:6].[CH3:11][CH2:12][CH2:13][CH:14]([NH2:18])[CH2:15][CH2:16][CH3:17]>>[Br:1][C:2]1[CH:3]=[C:4]([CH:8]=[CH:9][CH:10]=1)[C:5]([NH:18][CH:14]([CH2:15][CH2:16][CH3:17])[CH2:13][CH2:12][CH3:11])=[O:6]. Procedure details: Reaction of 3-bromobenzoyl chloride with heptan-4-amine gave 3-bromo-N-(heptan-4-yl)benzamide as a white solid which was used in the next step without additional purification. Yield (2.43 g, 90%). The reactants are ClCCl, Cc1nc(NC(=N)N)sc1C(=O)Nc1cccc(OCC(=O)OC(C)(C)C)c1, O=C(O)C(F)(F)F. Yields the product Cc1nc(NC(=N)N)sc1C(=O)Nc1cccc(OCC(=O)O)c1. As a reaction SMILES: [CH2:36]([Cl:37])[Cl:38].[NH:1]([C:2](=[NH:3])[NH2:4])[c:5]1[s:6][c:7]([C:11](=[O:12])[NH:13][c:14]2[cH:15][c:16]([O:17][CH2:18][C:19](=[O:20])[O:21][C:22]([CH3:23])([CH3:24])[CH3:25])[cH:26][cH:27][cH:28]2)[c:8]([CH3:10])[n:9]1.[OH:29][C:30]([C:31]([F:32])([F:33])[F:34])=[O:35]>>[NH:1]([C:2](=[NH:3])[NH2:4])[c:5]1[s:6][c:7]([C:11](=[O:12])[NH:13][c:14]2[cH:15][c:16]([O:17][CH2:18][C:19](=[O:20])[OH:21])[cH:26][cH:27][cH:28]2)[c:8]([CH3:10])[n:9]1.